Dataset: the Open Reaction Database (ORD), a public repository of structured organic reaction records. Task: describe an organic reaction: reactants, conditions, products, and yield Reactants: COCCCCc1cc(Br)ccc1OC, [Li]CCCC, C1CCOC1, CCCCCC, CN(C)C=O. Product: COCCCCc1cc(C=O)ccc1OC. As a reaction SMILES: [Br:1][c:2]1[cH:3][c:4]([CH2:10][CH2:11][CH2:12][CH2:13][O:14][CH3:15])[c:5]([O:8][CH3:9])[cH:6][cH:7]1.[CH2:16]([Li:17])[CH2:18][CH2:19][CH3:20].[CH2:32]1[O:33][CH2:34][CH2:35][CH2:36]1.[CH3:21][CH2:22][CH2:23][CH2:24][CH2:25][CH3:26].[O:27]=[CH:28][N:29]([CH3:30])[CH3:31]>>[c:2]1([CH:28]=[O:27])[cH:3][c:4]([CH2:10][CH2:11][CH2:12][CH2:13][O:14][CH3:15])[c:5]([O:8][CH3:9])[cH:6][cH:7]1. Starting materials: CN1C(=O)C2(CCN(Cc3ccccc3)CC2)c2ccccc21, O=C(Cl)OCc1ccccc1, Cc1ccccc1, O. Yields the product CN1C(=O)C2(CCN(C(=O)OCc3ccccc3)CC2)c2ccccc21. As a reaction SMILES: [CH2:1]([c:2]1[cH:3][cH:4][cH:5][cH:6][cH:7]1)[N:8]1[CH2:9][CH2:10][C:11]2([CH2:12][CH2:13]1)[C:14](=[O:23])[N:15]([CH3:22])[c:16]1[cH:17][cH:18][cH:19][cH:20][c:21]12.[CH2:24]([c:25]1[cH:26][cH:27][cH:28][cH:29][cH:30]1)[O:31][C:32](=[O:33])[Cl:34].[CH3:35][c:36]1[cH:37][cH:38][cH:39][cH:40][cH:41]1.[OH2:42]>>[N:8]1([C:32]([O:31][CH2:24][c:25]2[cH:26][cH:27][cH:28][cH:29][cH:30]2)=[O:33])[CH2:9][CH2:10][C:11]2([CH2:12][CH2:13]1)[C:14](=[O:23])[N:15]([CH3:22])[c:16]1[cH:17][cH:18][cH:19][cH:20][c:21]12. Starting materials: SC=1N=C2N(C(C1C)=O)C=CC=C2 (2-mercapto-3-methyl-4H-pyrido[1,2-a]pyrimidin-4-one), ClC1=NC=C(C(=O)C2=CC=C(CBr)C=C2)C=C1 (4-(6-chloronicotinoyl)benzyl bromide), C([O-])([O-])=O.[K+].[K+] (potassium carbonate). The solvent is CN(C)C=O (DMF). The product is ClC1=NC=C(C(=O)C2=CC=C(CSC=3N=C4N(C(C3C)=O)C=CC=C4)C=C2)C=C1 (2-[4-(6-Chloronicotinoyl]benzylthio]-3-methyl-4H-pyrido[1,2-a]pyrimidin-4-one). The yield is 27.9%. RXN SMILES: [SH:1][C:2]1[N:3]=[C:4]2[CH:13]=[CH:12][CH:11]=[CH:10][N:5]2[C:6](=[O:9])[C:7]=1[CH3:8].[Cl:14][C:15]1[CH:30]=[CH:29][C:18]([C:19]([C:21]2[CH:28]=[CH:27][C:24]([CH2:25]Br)=[CH:23][CH:22]=2)=[O:20])=[CH:17][N:16]=1.C(=O)([O-])[O-].[K+].[K+]>CN(C=O)C>[Cl:14][C:15]1[CH:30]=[CH:29][C:18]([C:19]([C:21]2[CH:28]=[CH:27][C:24]([CH2:25][S:1][C:2]3[N:3]=[C:4]4[CH:13]=[CH:12][CH:11]=[CH:10][N:5]4[C:6](=[O:9])[C:7]=3[CH3:8])=[CH:23][CH:22]=2)=[O:20])=[CH:17][N:16]=1 |f:2.3.4|. Procedure details: A solution of 2-mercapto-3-methyl-4H-pyrido[1,2-a]pyrimidin-4-one (599 mg), 4-(6-chloronicotinoyl)benzyl bromide (1.179 g) and potassium carbonate (1.148 g) in DMF (40 ml) was stirred at room temperature for 2 hours. This reaction mixture was concentrated and the residue was dissolved in ethyl acetate, washed with water, dried, and concentrated. The residue was recrystallized from tetrahydrofuranethyl acetate to provide the title compound as colorless solid (367 mg). The reactants are solution, B(Br)(Br)Br (BBr3), COC1=CC=C(C=C1)C1=NNC=2N=C(SC21)N (3-(4-methoxyphenyl)-1H-pyrazolo[3,4-d]thiazol-5-ylamine). Solvent: C(Cl)Cl (CH2Cl2), C(Cl)Cl (CH2Cl2). Product: OC1=CC=C(C=C1)C1=NNC=2N=C(SC21)N (3-(4-hydroxyphenyl)-1H-pyrazolo[3,4-d]thiazol-5-ylamine). Yield: 73.5%. As a reaction SMILES: C[O:2][C:3]1[CH:8]=[CH:7][C:6]([C:9]2[C:16]3[S:15][C:14]([NH2:17])=[N:13][C:12]=3[NH:11][N:10]=2)=[CH:5][CH:4]=1.B(Br)(Br)Br>C(Cl)Cl>[OH:2][C:3]1[CH:8]=[CH:7][C:6]([C:9]2[C:16]3[S:15][C:14]([NH2:17])=[N:13][C:12]=3[NH:11][N:10]=2)=[CH:5][CH:4]=1. Procedure details: To a stirring suspension of 3-(4-methoxyphenyl)-1H-pyrazolo[3,4-d]thiazol-5-ylamine (100 mg, 0.41 mmol) in CH2Cl2 (2 mL) at −78° C. was added a 1 M solution of BBr3 in CH2Cl2 (2.1 mL, 2.1 mmol) dropwise. The reaction mixture was slowly warmed up to room temperature overnight, then it was quenched with water, and the reaction mixture was neutralized to pH 6 with 1 N aqueous NaOH. The resulting precipitate was filtered, washed with water, and dried in vacuo to afford 70 mg (74% yield) of 3-(4-hydr... The reactants are O=C1NC2=CC=C(C=C2N=C1N1CCCC2=CC=CC=C12)C(=O)OC (methyl 2-oxo-3-(1,2,3,4-tetrahydroquinolin-1-yl)-1,2-dihydroquinoxaline-6-carboxylate), [OH-].[K+] (potassium hydroxide), O (water). Solvent: CO (methanol). Conditions: time 8 hour. Yields the product O=C1NC2=CC=C(C=C2N=C1N1CCCC2=CC=CC=C12)C(=O)O (2-oxo-3-(1,2,3,4-tetrahydroquinolin-1-yl)-1,2-dihydroquinoxaline-6-carboxylic acid). Isolated yield 83.0%. As a reaction SMILES: [O:1]=[C:2]1[C:11]([N:12]2[C:21]3[C:16](=[CH:17][CH:18]=[CH:19][CH:20]=3)[CH2:15][CH2:14][CH2:13]2)=[N:10][C:9]2[C:4](=[CH:5][CH:6]=[C:7]([C:22]([O:24]C)=[O:23])[CH:8]=2)[NH:3]1.[OH-].[K+].O>CO>[O:1]=[C:2]1[C:11]([N:12]2[C:21]3[C:16](=[CH:17][CH:18]=[CH:19][CH:20]=3)[CH2:15][CH2:14][CH2:13]2)=[N:10][C:9]2[C:4](=[CH:5][CH:6]=[C:7]([C:22]([OH:24])=[O:23])[CH:8]=2)[NH:3]1 |f:1.2|. Reported procedure: To a solution of methyl 2-oxo-3-(1,2,3,4-tetrahydroquinolin-1-yl)-1,2-dihydroquinoxaline-6-carboxylate (50 mg, 0.15 mmol) in methanol (30 mL) was added potassium hydroxide (33.33 mg, 0.60 mmol) and water (1 mL) with stifling overnight at room temperature. The reaction mixture was concentrated under vacuum, dissolved in water (30 mL), adjusted to pH 4 with HCl (3 N) to give the precipitate, which was collected by filtration to afford 2-oxo-3-(1,2,3,4-tetrahydroquinolin-1-yl)-1,2-dihydroquinoxalin... Starting materials: FC1=CC=C(C(=C1F)F)F (2,3,4,5-tetrafluorobenzene), ClC1=C(C(=O)F)C=C(C(=C1Cl)Cl)Cl (2,3,4,5-tetrachlorobenzoyl fluoride), ClC1=CC=C(C(=C1Cl)Cl)Cl (2,3,4,5-tetrachlorobenzene), [F-].[K+] (potassium fluoride). The product is FC1=C(C(=O)F)C=C(C(=C1F)F)F (2,3,4,5-tetrafluorobenzoyl fluoride). Isolated yield 43.0%. Reaction SMILES: [F:1][C:2]1[C:7]([F:8])=[C:6]([F:9])[C:5]([F:10])=[CH:4][CH:3]=1.ClC1C(Cl)=C(Cl)C(Cl)=CC=1.[F-].[K+].ClC1C(Cl)=C(Cl)C(Cl)=CC=1[C:26]([F:28])=[O:27]>>[F:1][C:2]1[C:7]([F:8])=[C:6]([F:9])[C:5]([F:10])=[CH:4][C:3]=1[C:26]([F:28])=[O:27] |f:2.3|. Reported procedure: DE-A 3 420 796 describes a process for the preparation of 2,3,4,5-tetrafluorobenzene derivatives, in which 2,3,4,5-tetrachlorobenzene derivatives are reacted with potassium fluoride in a solvent at elevated temperature. Using 2,3,4,5-tetrachlorobenzoyl fluoride as starting material and continuously distilling off the mixture of the fluorination products at from 800 to 500 mbar produces, after fractional distillation of the mixture of the fluorination products, the desired 2,3,4,5-tetrafluorobenz... The reactants are CCOC(=O)CN, CC(=O)OC(C)=O, O=C[O-], O=CO, Cl, [Na+]. Product: CCOC(=O)CNC=O. RXN SMILES: [CH2:6]([CH3:7])[O:8][C:9]([CH2:10][NH2:11])=[O:12].[CH3:13][C:14]([O:15][C:16](=[O:17])[CH3:18])=[O:19].[CH:1](=[O:2])[O-:3].[CH:20]([OH:21])=[O:22].[ClH:5].[Na+:4]>>[CH:1](=[O:2])[NH:11][CH2:10][C:9]([O:8][CH2:6][CH3:7])=[O:12]. Starting materials: ClC=1C=C2C(=[N+](C1)CCCS(=O)(=O)[O-])N=C(C2(C)C)/C=C/C(=C/C=C\2/N(C1=CC=C(C=C1C2(C)C)S(=O)(=O)[O-])CCCS(=O)(=O)[O-])/C2=CC(=CC=C2)CCC(=O)ON2C(CCC2=O)=O.[Na+].[Na+] (Sodium (E)-2-((2Z,4E)-5-(5-Chloro-3,3-dimethyl-7-(3-sulfonatopropyl)-3H-pyrrolo[2,3-b]pyridin-7-ium-2-yl)-3-(3-(3-(2,5-dioxopyrrolidin-1-yloxy)-3-oxopropyl)phenyl)penta-2,4-dienylidene)-3,3-dimethyl-1-(3-sulfonatopropyl)indoline-5-sulfonate), C(=O)(O)CCC1=CC=C(C=C1)\C(=C/C=C\1/N(C2=CC=C(C=C2C1(C)C)S(=O)(=O)[O-])CCCS(=O)(=O)[O-])\C=C\C=1C(C=2C(=[N+](C=C(C2)Cl)CCCS(=O)(=O)[O-])N1)(C)C.[Na+].[Na+] (Sodium (E)-2-((2Z,4E)-3-(4-(2-Carboxyethyl)phenyl)-5-(5-chloro-3,3-dimethyl-7-(3-sulfonatopropyl)-3H-pyrrolo[2,3-b]pyridin-7-ium-2-yl)penta-2,4-dienylidene)-3,3-dimethyl-1-(3-sulfonatopropyl)indoline-5-sulfonate). Product: ClC=1C=C2C(=[N+](C1)CCCS(=O)(=O)[O-])N=C(C2(C)C)/C=C/C(=C/C=C\2/N(C1=CC=C(C=C1C2(C)C)S(=O)(=O)[O-])CCCS(=O)(=O)[O-])/C2=CC=C(C=C2)CCC(=O)ON2C(CCC2=O)=O.[Na+].[Na+] (Sodium (E)-2-((2Z,4E)-5-(5-chloro-3,3-dimethyl-7-(3-sulfonatopropyl)-3H-pyrrolo[2,3-b]pyridin-7-ium-2-yl)-3-(4-(3-(2,5-dioxopyrrolidin-1-yloxy)-3-oxopropyl)phenyl)penta-2,4-dienylidene)-3,3-dimethyl-1-(3-sulfonatopropyl)indoline-5-sulfonate). RXN SMILES: ClC1C=C2C(C)(C)C(/C=C/C(/C3C=CC=C(CCC(O[N:58]4[C:62](=[O:63])[CH2:61][CH2:60][C:59]4=[O:64])=O)C=3)=C/C=C3/N(CCCS([O-])(=O)=O)C4C(C/3(C)C)=CC(S([O-])(=O)=O)=CC=4)=NC2=[N+](CCCS([O-])(=O)=O)C=1.[Na+:65].[Na+].[C:67]([CH2:70][CH2:71][C:72]1[CH:77]=[CH:76][C:75](/[C:78](/[CH:103]=[CH:104]/[C:105]2[C:106]([CH3:123])([CH3:122])[C:107]3[C:108]([N:121]=2)=[N+:109]([CH2:114][CH2:115][CH2:116][S:117]([O-:120])(=[O:119])=[O:118])[CH:110]=[C:111]([Cl:113])[CH:112]=3)=[CH:79]\[CH:80]=[C:81]2\[N:82]([CH2:96][CH2:97][CH2:98][S:99]([O-:102])(=[O:101])=[O:100])[C:83]3[C:88]([C:89]\2([CH3:91])[CH3:90])=[CH:87][C:86]([S:92]([O-:95])(=[O:94])=[O:93])=[CH:85][CH:84]=3)=[CH:74][CH:73]=1)([OH:69])=[O:68].[Na+].[Na+]>>[Cl:113][C:111]1[CH:112]=[C:107]2[C:106]([CH3:123])([CH3:122])[C:105](/[CH:104]=[CH:103]/[C:78](/[C:75]3[CH:74]=[CH:73][C:72]([CH2:71][CH2:70][C:67]([O:69][N:58]4[C:62](=[O:63])[CH2:61][CH2:60][C:59]4=[O:64])=[O:68])=[CH:77][CH:76]=3)=[CH:79]/[CH:80]=[C:81]3/[N:82]([CH2:96][CH2:97][CH2:98][S:99]([O-:102])(=[O:101])=[O:100])[C:83]4[C:88]([C:89]/3([CH3:90])[CH3:91])=[CH:87][C:86]([S:92]([O-:95])(=[O:93])=[O:94])=[CH:85][CH:84]=4)=[N:121][C:108]2=[N+:109]([CH2:114][CH2:115][CH2:116][S:117]([O-:120])(=[O:118])=[O:119])[CH:110]=1.[Na+:65].[Na+:65] |f:0.1.2,3.4.5,6.7.8|. Procedure details: Compound 13 is prepared analogously to compound 11 (Example 11), except that compound 12 is used as a starting material. Reactants: ClC1=NC(=CC2=CC=C(C=C12)OC)Cl (1,3-dichloro-7-methoxyisoquinoline), C(C1=CC=CC=C1)OCC1=CC=CC=C1.[Na] (sodium benzyloxide). The solvent is C1(=CC=CC=C1)C (toluene). Conditions: temperature 80 celsius. Product: C(C1=CC=CC=C1)OC1=NC(=CC2=CC=C(C=C12)OC)Cl (1-(Benzyloxy)-3-chloro-7-methoxyisoquinoline). Isolated yield 84.6%. Reaction SMILES: Cl[C:2]1[C:11]2[C:6](=[CH:7][CH:8]=[C:9]([O:12][CH3:13])[CH:10]=2)[CH:5]=[C:4]([Cl:14])[N:3]=1.[CH2:15]([O:22]CC1C=CC=CC=1)[C:16]1[CH:21]=[CH:20][CH:19]=[CH:18][CH:17]=1.[Na]>C1(C)C=CC=CC=1>[CH2:15]([O:22][C:2]1[C:11]2[C:6](=[CH:7][CH:8]=[C:9]([O:12][CH3:13])[CH:10]=2)[CH:5]=[C:4]([Cl:14])[N:3]=1)[C:16]1[CH:21]=[CH:20][CH:19]=[CH:18][CH:17]=1 |f:1.2,^1:29|. Procedure: 1,3-dichloro-7-methoxyisoquinoline (2.00 g, 8.8 mmol, 1.0 eq.) was dissolved in 30 mL anhydrous toluene and sodium benzyloxide (2.30 g, 17.6 mmol, 2.0 eq.) was added. The mixture was heated to 80° C. for 18 h. TLC indicated the reaction was complete. The mixture was concentrated to give the crude product, which was purified by chromatography on silica gel (eluted with petroleum ether) to give 2.20 g of xxxvii-a as a white solid (84.6%). LCMS m/z=300.1, 302.0 (M+1) (Method B) (retention time=2.23...